This data is from the Open Reaction Database (ORD), a public repository of structured organic reaction records. The task is: describe an organic reaction: reactants, conditions, products, and yield Reactants: C1CCOC1, CCN(C(=O)CCc1ccccc1)c1ccc(C(O)(C(F)(F)F)C(F)(F)F)cc1Cl. Product: CCN(CCCc1ccccc1)c1ccc(C(O)(C(F)(F)F)C(F)(F)F)cc1Cl. Reaction SMILES: [CH2:31]1[O:32][CH2:33][CH2:34][CH2:35]1.[Cl:1][c:2]1[c:3]([N:18]([C:19]([CH2:20][CH2:21][c:22]2[cH:23][cH:24][cH:25][cH:26][cH:27]2)=[O:28])[CH2:29][CH3:30])[cH:4][cH:5][c:6]([C:8]([C:9]([F:10])([F:11])[F:12])([C:13]([F:14])([F:15])[F:16])[OH:17])[cH:7]1>>[Cl:1][c:2]1[c:3]([N:18]([CH2:19][CH2:20][CH2:21][c:22]2[cH:23][cH:24][cH:25][cH:26][cH:27]2)[CH2:29][CH3:30])[cH:4][cH:5][c:6]([C:8]([C:9]([F:10])([F:11])[F:12])([C:13]([F:14])([F:15])[F:16])[OH:17])[cH:7]1. Reactants: ClC=1C=C(C(=C(C1)C=1C=NC=2C(CCC2C1)NC(=O)C1(CC1)N)C=1N=NN(N1)C)F (1-Amino-cyclopropanecarboxylic acid{(rac)-3-[5-chloro-3-fluoro-2-(2-methyl-2H-tetrazol-5-yl)-phenyl]-6,7-dihydro-5H-[1]pyrindin-7-yl}-amide), O1N=CC=C1C(=O)O (isoxazole-5-carboxylic acid). The product is ClC=1C=C(C(=C(C1)C=1C=NC=2C(CCC2C1)NC(=O)C1(CC1)NC(=O)C1=CC=NO1)C=1N=NN(N1)C)F (Isoxazole-5-carboxylic acid(1-{(rac)-3-[5-chloro-3-fluoro-2-(2-methyl-2H-tetrazol-5-yl)-phenyl]-6,7-dihydro-5H-[1]pyrindin-7-ylcarbamoyl}-cyclopropyl)-amide). RXN SMILES: [Cl:1][C:2]1[CH:3]=[C:4]([F:30])[C:5]([C:24]2[N:25]=[N:26][N:27]([CH3:29])[N:28]=2)=[C:6]([C:8]2[CH:9]=[N:10][C:11]3[CH:12]([NH:17][C:18]([C:20]4([NH2:23])[CH2:22][CH2:21]4)=[O:19])[CH2:13][CH2:14][C:15]=3[CH:16]=2)[CH:7]=1.[O:31]1[C:35]([C:36](O)=[O:37])=[CH:34][CH:33]=[N:32]1>>[Cl:1][C:2]1[CH:3]=[C:4]([F:30])[C:5]([C:24]2[N:25]=[N:26][N:27]([CH3:29])[N:28]=2)=[C:6]([C:8]2[CH:9]=[N:10][C:11]3[CH:12]([NH:17][C:18]([C:20]4([NH:23][C:36]([C:35]5[O:31][N:32]=[CH:33][CH:34]=5)=[O:37])[CH2:22][CH2:21]4)=[O:19])[CH2:13][CH2:14][C:15]=3[CH:16]=2)[CH:7]=1. Procedure: In analogy to the procedures described for the preparation of intermediate A-1 [B], 1-amino-cyclopropanecarboxylic acid{(rac)-3-[5-chloro-3-fluoro-2-(2-methyl-2H-tetrazol-5-yl)-phenyl]-6,7-dihydro-5H-[1]pyrindin-7-yl}-amide (example 55) was coupled with isoxazole-5-carboxylic acid to yield the title compound as light yellow solid. MS: 523.1 (MH+, 1Cl).